Dataset: the Open Reaction Database (ORD), a public repository of structured organic reaction records. Task: describe an organic reaction: reactants, conditions, products, and yield Starting materials: COC(CC1CC2=CC=C(C=C2C1)OC(C)=O)=O (methyl(5-acetoxyindan-2-yl)acetate), C([O-])([O-])=O.[K+].[K+] (potassium carbonate), C(C1=CC=CC=C1)Br (benzylbromide), C([O-])([O-])=O.[K+].[K+] (potassium carbonate). Run in CO (methanol), [OH-].[Na+] (sodium hydroxide), CO (methanol). Reaction conditions: time 1 hour. The product is C(C1=CC=CC=C1)OC=1C=C2CC(CC2=CC1)CC(=O)O ((5-benzyloxyindan-2-yl)acetic acid). Yield: 54.5%. As a reaction SMILES: C[O:2][C:3](=[O:18])[CH2:4][CH:5]1[CH2:13][C:12]2[C:7](=[CH:8][CH:9]=[C:10]([O:14][C:15](=O)[CH3:16])[CH:11]=2)[CH2:6]1.C(=O)([O-])[O-].[K+].[K+].C(Br)[C:26]1[CH:31]=[CH:30]C=[CH:28][CH:27]=1>CO.[OH-].[Na+]>[CH2:15]([O:14][C:10]1[CH:11]=[C:12]2[C:7](=[CH:8][CH:9]=1)[CH2:6][CH:5]([CH2:4][C:3]([OH:2])=[O:18])[CH2:13]2)[C:16]1[CH:30]=[CH:31][CH:26]=[CH:27][CH:28]=1 |f:1.2.3,6.7|. Procedure: 9.62 g (38.8 mmol) of methyl(5-acetoxyindan-2-yl)acetate was dissolved in 150 ml of methanol, to which was added 1.17 g (8.5 mmol) of potassium carbonate and stirred for 1 hour at room temperature. The solvent was distilled off under reduced pressure, and the residue was dissolved in 150 ml of acetone. 5.98 g (43.0 mmol) of potassium carbonate, 7.27 g (42.5 mmol) of benzylbromide were added thereto and refluxed for 5 hours. After cooling, the precipitates were filtrated and condensed under reduc... Starting materials: NC=1C=CC(=C(C1)[C@]1(N=C(OC[C@@H]1F)N)C)F ((4R,5R)-4-(5-amino-2-fluoro-phenyl)-5-fluoro-4-methyl-5,6-dihydro-4H-[1,3]oxazin-2-ylamine), COC=1C=CC(=NC1)C(=O)O (5-methoxy-pyridine-2-carboxylic acid). The product is NC=1OC[C@@H]([C@@](N1)(C)C=1C=C(C=CC1F)NC(=O)C1=NC=C(C=C1)OC)F (5-Methoxy-pyridine-2-carboxylic acid [3-((4R,5R)-2-amino-5-fluoro-4-methyl-5,6-dihydro-4H-[1,3]oxazin-4-yl)-4-fluoro-phenyl]-amide). RXN SMILES: [NH2:1][C:2]1[CH:3]=[CH:4][C:5]([F:17])=[C:6]([C@:8]2([CH3:16])[C@@H:13]([F:14])[CH2:12][O:11][C:10]([NH2:15])=[N:9]2)[CH:7]=1.[CH3:18][O:19][C:20]1[CH:21]=[CH:22][C:23]([C:26](O)=[O:27])=[N:24][CH:25]=1>>[NH2:15][C:10]1[O:11][CH2:12][C@H:13]([F:14])[C@:8]([C:6]2[CH:7]=[C:2]([NH:1][C:26]([C:23]3[CH:22]=[CH:21][C:20]([O:19][CH3:18])=[CH:25][N:24]=3)=[O:27])[CH:3]=[CH:4][C:5]=2[F:17])([CH3:16])[N:9]=1. Reported procedure: The condensation of (4R,5R)-4-(5-amino-2-fluoro-phenyl)-5-fluoro-4-methyl-5,6-dihydro-4H-[1,3]oxazin-2-ylamine (intermediate A8.2) and 5-methoxy-pyridine-2-carboxylic acid (CAS 29082-92-6) following procedure I yielded the title compound as a white solid. MS (ISP): m/z=377.3 [M+H]+. The reactants are CCO, CCCCCCCCCCCCCCOc1ccc(C(=O)OC)cc1Cl, CO, [K+], [OH-], O. The product is CCCCCCCCCCCCCCOc1ccc(C(=O)O)cc1Cl. RXN SMILES: [CH2:32]([OH:33])[CH3:34].[CH3:1][O:2][C:3]([c:4]1[cH:5][c:6]([Cl:25])[c:7]([O:10][CH2:11][CH2:12][CH2:13][CH2:14][CH2:15][CH2:16][CH2:17][CH2:18][CH2:19][CH2:20][CH2:21][CH2:22][CH2:23][CH3:24])[cH:8][cH:9]1)=[O:26].[CH3:29][OH:30].[K+:28].[OH-:27].[OH2:31]>>[O:2]=[C:3]([c:4]1[cH:5][c:6]([Cl:25])[c:7]([O:10][CH2:11][CH2:12][CH2:13][CH2:14][CH2:15][CH2:16][CH2:17][CH2:18][CH2:19][CH2:20][CH2:21][CH2:22][CH2:23][CH3:24])[cH:8][cH:9]1)[OH:26]. Starting materials: OC(C)(C)C=1N=C(N(C1C(=O)OCCC)CC1=CC=C(C=C1)C1=C(C=CC=C1)C1=NN=NN1)COCCC (propyl 4-(1-hydroxy-1-methylethyl)-2-propoxymethyl-1-{4-[2-(tetrazol-5-yl)phenyl]phenyl}methylimidazole-5-carboxylate). The solvent is O.[OH-].[Li+] (lithium hydroxide monohydrate), O1CCOCC1 (dioxane). Run at time 3 hour. Yields the product OC(C)(C)C=1N=C(N(C1C(=O)O)CC1=CC=C(C=C1)C1=C(C=CC=C1)C1=NN=NN1)COCCC (4-(1-Hydroxy-1-methylethyl)-2-propoxymethyl-1-{4-[2-(tetrazol-5-yl)phenyl]phenyl}methylimidazole-5-carboxylic acid). The yield is 64.9%. RXN SMILES: [OH:1][C:2]([C:5]1[N:6]=[C:7]([CH2:34][O:35][CH2:36][CH2:37][CH3:38])[N:8]([CH2:16][C:17]2[CH:22]=[CH:21][C:20]([C:23]3[CH:28]=[CH:27][CH:26]=[CH:25][C:24]=3[C:29]3[NH:33][N:32]=[N:31][N:30]=3)=[CH:19][CH:18]=2)[C:9]=1[C:10]([O:12]CCC)=[O:11])([CH3:4])[CH3:3]>O.[OH-].[Li+].O1CCOCC1>[OH:1][C:2]([C:5]1[N:6]=[C:7]([CH2:34][O:35][CH2:36][CH2:37][CH3:38])[N:8]([CH2:16][C:17]2[CH:22]=[CH:21][C:20]([C:23]3[CH:28]=[CH:27][CH:26]=[CH:25][C:24]=3[C:29]3[NH:33][N:32]=[N:31][N:30]=3)=[CH:19][CH:18]=2)[C:9]=1[C:10]([OH:12])=[O:11])([CH3:4])[CH3:3] |f:1.2.3|. Procedure details: 394 mg of propyl 4-(1-hydroxy-1-methylethyl)-2-propoxymethyl-1-{4-[2-(tetrazol-5-yl)phenyl]phenyl}methylimidazole-5-carboxylate [prepared as described in Example 90(b)] were dissolved in a solution of 88 mg of lithium hydroxide monohydrate in 10 ml of a 50% v/v aqueous Solution of dioxane, and the mixture was stirred at room temperature for 3 hours. At the end of this time, the reaction solution was concentrated by distillation under reduced pressure, and the dioxane was removed by distillation ... Starting materials: O=C([O-])O, CC(=O)O, CO, [Na+], O, COC(=O)c1ccc(-c2n[nH]c3c2Cc2ccccc2-3)cc1. The product is COC(=O)c1ccc(-c2n[nH]c3c2C(=O)c2ccccc2-3)cc1. Reaction SMILES: [C:28](=[O:29])([OH:30])[O-:31].[CH3:23][C:24]([OH:25])=[O:26].[CH3:33][OH:34].[Na+:32].[OH2:27].[nH:1]1[n:2][c:3](-[c:13]2[cH:14][cH:15][c:16]([C:17](=[O:18])[O:19][CH3:20])[cH:21][cH:22]2)[c:4]2[c:5]1-[c:6]1[cH:7][cH:8][cH:9][cH:10][c:11]1[CH2:12]2>>[nH:1]1[n:2][c:3](-[c:13]2[cH:14][cH:15][c:16]([C:17](=[O:18])[O:19][CH3:20])[cH:21][cH:22]2)[c:4]2[c:5]1-[c:6]1[cH:7][cH:8][cH:9][cH:10][c:11]1[C:12]2=[O:25]. Reactants: [Al+3], C1CCOC1, [H-], [H-], [H-], [H-], [Li+], [Na+], CCOC(=O)CC1CCOCC1, [OH-]. Product: OCCC1CCOCC1. RXN SMILES: [Al+3:2].[CH2:21]1[O:22][CH2:23][CH2:24][CH2:25]1.[H-:1].[H-:4].[H-:5].[H-:6].[Li+:3].[Na+:20].[O:7]1[CH2:8][CH2:9][CH:10]([CH2:13][C:14](=[O:15])[O:16][CH2:17][CH3:18])[CH2:11][CH2:12]1.[OH-:19]>>[O:7]1[CH2:8][CH2:9][CH:10]([CH2:13][CH2:14][OH:15])[CH2:11][CH2:12]1. Starting materials: [Si](C)(C)(C(C)(C)C)OC=1C(C(C(CC1)C(=O)OCC)C(=O)OCC)C1=CC=C(C=C1)F (Diethyl 4-{[tert-butyl(dimethyl)silyl]oxy}-3-(4-fluorophenyl)cyclohex-4-ene-1,2-dicarboxylate), FC(C=1C=C(C=C(C1)C(F)(F)F)[C@H](C)OC(C(Cl)(Cl)Cl)=N)(F)F ((1S)-1-[3,5-bis(trifluoromethyl)phenyl]ethyl-2,2,2-trichloroethanimidoate), [H+].[B-](F)(F)(F)F (HBF4). Run in cyclohexane 1,2-chloroethane, CCOCC (ether), CCOCC (ether). Reaction conditions: temperature 0 celsius, time 2 hour. The product is FC(C=1C=C(C=C(C1)C(F)(F)F)[C@@H](C)O[C@@H]1[C@H]([C@@H]([C@H](CC1)C(=O)OCC)C(=O)OCC)C1=CC=C(C=C1)F)(F)F (Diethyl(1S,2S,3R,4S)-4-{(1R)-1-[3,5-bis(trifluoromethyl)phenyl]ethoxy}-3-(4-fluorophenyl)cyclohexane-1,2-dicarboxylate). Yield: 59.1%. RXN SMILES: [Si]([O:8][C:9]1[CH:10]([C:25]2[CH:30]=[CH:29][C:28]([F:31])=[CH:27][CH:26]=2)[CH:11]([C:20]([O:22][CH2:23][CH3:24])=[O:21])[CH:12]([C:15]([O:17][CH2:18][CH3:19])=[O:16])[CH2:13][CH:14]=1)(C(C)(C)C)(C)C.[F:32][C:33]([F:54])([F:53])[C:34]1[CH:35]=[C:36]([C@@H:44](OC(=N)C(Cl)(Cl)Cl)[CH3:45])[CH:37]=[C:38]([C:40]([F:43])([F:42])[F:41])[CH:39]=1.[H+].[B-](F)(F)(F)F>CCOCC>[F:32][C:33]([F:53])([F:54])[C:34]1[CH:35]=[C:36]([C@H:44]([O:8][C@H:9]2[CH2:14][CH2:13][C@H:12]([C:15]([O:17][CH2:18][CH3:19])=[O:16])[C@@H:11]([C:20]([O:22][CH2:23][CH3:24])=[O:21])[C@@H:10]2[C:25]2[CH:30]=[CH:29][C:28]([F:31])=[CH:27][CH:26]=2)[CH3:45])[CH:37]=[C:38]([C:40]([F:41])([F:42])[F:43])[CH:39]=1 |f:2.3|. Reported procedure: To a solution of 9.09 g (26.9 mmol) of the first eluting isomer diethyl (1S,2S,3R,4S)-3-(4-fluorophenyl)-4-hydroxycyclohexane-1,2-dicarboxylate (step D) and 21.5 g (53.5 mmol) of (1S)-1-[3,5-bis(trifluoromethyl)phenyl]ethyl-2,2,2-trichloroethanimidoate (step E) in 250 mL of cyclohexane/1,2-chloroethane (3/1) under nitrogen atmosphere at −5° C. was added 0.51 mL (3.58 mmol) of 54% HBF4 in ether. The reaction mixture was stirred at −5° C. to at 0° C. for 2 hr then diluted with ether. The mixture w... Reactants: NC[C@@H](CN1CC2=CC=CC=C2CC1)O ((S)-1-amino-3-(3,4-dihydroisoquinolin-2(1H)-yl)propan-2-ol), TEA, ClC1=CC(=NC=N1)C(=O)Cl (6-chloropyrimidine-4-carbonyl chloride). The solvent is C(Cl)Cl (DCM). Reaction conditions: temperature 10 celsius, time 1 hour. The product is ClC1=CC(=NC=N1)C(=O)NC[C@@H](CN1CC2=CC=CC=C2CC1)O ((S)-6-chloro-N-(3-(3,4-dihydroisoquinolin-2(1H)-yl)-2-hydroxypropyl)pyrimidine-4-carboxamide). RXN SMILES: [NH2:1][CH2:2][C@H:3]([OH:15])[CH2:4][N:5]1[CH2:14][CH2:13][C:12]2[C:7](=[CH:8][CH:9]=[CH:10][CH:11]=2)[CH2:6]1.[Cl:16][C:17]1[N:22]=[CH:21][N:20]=[C:19]([C:23](Cl)=[O:24])[CH:18]=1>C(Cl)Cl>[Cl:16][C:17]1[N:22]=[CH:21][N:20]=[C:19]([C:23]([NH:1][CH2:2][C@H:3]([OH:15])[CH2:4][N:5]2[CH2:14][CH2:13][C:12]3[C:7](=[CH:8][CH:9]=[CH:10][CH:11]=3)[CH2:6]2)=[O:24])[CH:18]=1. Procedure: To a stirred mixture of (S)-1-amino-3-(3,4-dihydroisoquinolin-2(1H)-yl)propan-2-ol (247 g, 1.20 mol), and TEA (250 g, 2.5 mol) in DCM (3500 mL) was added 6-chloropyrimidine-4-carbonyl chloride (190 g in 100 mL of DCM) slowly at −60° C. over 1 h. After addition, the mixture was then allowed to warm to 10° C. Stirring was continued for 1 h, at which time TLC showed the reaction was completed. The reaction was quenched by addition of water (1.5 L). The organic phase was collected, dried (Na2SO4) an... The reactants are COC1=CC=C(C=C1)N1CCN(CC1)C1=CC=C(C=C1)N1C(N(N=C1)C(C)C)=O (2,4-dihydro-4-[4-[4-(4-methoxyphenyl)-1-piperazinyl]phenyl]-2-(1-methylethyl)-3H-1,2,4-triazol-3-one), Br (hydrobromic acid). Run in O (water). The product is OC1=CC=C(C=C1)N1CCN(CC1)C1=CC=C(C=C1)N1C(N(N=C1)C(C)C)=O (2,4-dihydro-4-[4-[4-(4-hydroxyphenyl)-1-piperazinyl]phenyl]-2-(1-methylethyl)-3H-1,2,4-triazol-3-one), intermediate 10. The yield is 86.0%. As a reaction SMILES: C[O:2][C:3]1[CH:8]=[CH:7][C:6]([N:9]2[CH2:14][CH2:13][N:12]([C:15]3[CH:20]=[CH:19][C:18]([N:21]4[CH:25]=[N:24][N:23]([CH:26]([CH3:28])[CH3:27])[C:22]4=[O:29])=[CH:17][CH:16]=3)[CH2:11][CH2:10]2)=[CH:5][CH:4]=1.Br>O>[OH:2][C:3]1[CH:8]=[CH:7][C:6]([N:9]2[CH2:10][CH2:11][N:12]([C:15]3[CH:16]=[CH:17][C:18]([N:21]4[CH:25]=[N:24][N:23]([CH:26]([CH3:27])[CH3:28])[C:22]4=[O:29])=[CH:19][CH:20]=3)[CH2:13][CH2:14]2)=[CH:5][CH:4]=1. Procedure: A mixture of 4.7 parts of 2,4-dihydro-4-[4-[4-(4-methoxyphenyl)-1-piperazinyl]phenyl]-2-(1-methylethyl)-3H-1,2,4-triazol-3-one and 75 parts of a hydrobromic acid solution 48% in water was stirred and refluxed for 3 hours. The reaction mixture was evaporated and the residue was dissolved in a mixture of methanol and water. The whole was neutralized with a sodium hydrogen carbonate solution and the product was extracted with trichloromethane. The extract was dried, filtered and evaporated. The res... Procedure details: In the same reacting apparatus as in Example 1, 20 g of 2-bromo-6-isopropylaminopyridine, 70 ml of methanol and 14 g of potassium hydroxide were charged and they were subjected to reacting each other at 160° C. for 4 hours. After completion of the reaction, the similar experimental procedure as in Example 3 was carried out to give 7.3 g of 2-methoxy-6-isopropylaminopyridine of b.p. 127°-128° C./20 mmHg. Product: COC1=NC(=CC=C1)NC(C)C (2-methoxy-6-isopropylaminopyridine). Reaction SMILES: Br[C:2]1[CH:7]=[CH:6][CH:5]=[C:4]([NH:8][CH:9]([CH3:11])[CH3:10])[N:3]=1.[OH-:12].[K+].[CH3:14]O>>[CH3:14][O:12][C:2]1[CH:7]=[CH:6][CH:5]=[C:4]([NH:8][CH:9]([CH3:11])[CH3:10])[N:3]=1 |f:1.2|. Starting materials: BrC1=NC(=CC=C1)NC(C)C (2-bromo-6-isopropylaminopyridine), [OH-].[K+] (potassium hydroxide), CO (methanol).